This data is from the Open Reaction Database (ORD), a public repository of structured organic reaction records. The task is: describe an organic reaction: reactants, conditions, products, and yield Starting materials: C1(=CC=CC=C1)N1NN=NC1=O (1-phenyl-5-tetrazolone), [OH-].[K+] (potassium hydroxide), C1(CCCC1)CCCI (3-Cyclopentyl-1-Iodopropane). The solvent is CN(C=O)C (N,N-dimethylformamide). Conditions: temperature 80 celsius, time 18 hour. The product is C1(CCCC1)CCCN1N=NN(C1=O)C1=CC=CC=C1 (4-(3-Cyclopentylpropyl)-1-Phenyl-5-Tetrazolone). The yield is 83.4%. Reaction SMILES: [C:1]1([N:7]2[C:11](=[O:12])[N:10]=[N:9][NH:8]2)[CH:6]=[CH:5][CH:4]=[CH:3][CH:2]=1.[OH-].[K+].[CH:15]1([CH2:20][CH2:21][CH2:22]I)[CH2:19][CH2:18][CH2:17][CH2:16]1>CN(C)C=O>[CH:15]1([CH2:20][CH2:21][CH2:22][N:10]2[C:11](=[O:12])[N:7]([C:1]3[CH:2]=[CH:3][CH:4]=[CH:5][CH:6]=3)[N:8]=[N:9]2)[CH2:19][CH2:18][CH2:17][CH2:16]1 |f:1.2|. Procedure: To a solution of 600 mg of 1-phenyl-5-tetrazolone (for the synthesis of this compound see: Horwitz, J. P.; Fisher, B. E.; Tomasewski, A. J. J Amer Chem Soc 1959, 81, 3076) in 2 mL of N,N-dimethylformamide (DMF) was added 280 mg of powdered 85% potassium hydroxide followed by 870 mg of 3-cyclopentyl-1-iodopropane from Step A. The mixture was stirred at 80° C. for 18 h and then quenched by addition of water. The product was extracted with dichloromethane and purification by flash chromatography on...